Dataset: the Open Reaction Database (ORD), a public repository of structured organic reaction records. Task: describe an organic reaction: reactants, conditions, products, and yield The reactants are BrB(Br)Br, ClCCl, O, COc1c([N+](=O)[O-])ccc(C=O)c1O. Product: O=Cc1ccc([N+](=O)[O-])c(O)c1O. As a reaction SMILES: [B:15]([Br:16])([Br:17])[Br:18].[Cl:20][CH2:21][Cl:22].[OH2:19].[OH:1][c:2]1[c:3]([CH:4]=[O:5])[cH:6][cH:7][c:8]([N+:12](=[O:13])[O-:14])[c:9]1[O:10][CH3:11]>>[OH:1][c:2]1[c:3]([CH:4]=[O:5])[cH:6][cH:7][c:8]([N+:12](=[O:13])[O-:14])[c:9]1[OH:10]. Reactants: C(N)(=O)C1=CC=CC(=N1)C(=O)O (6-Carbamoylpicolinic acid). Run in P(=O)(Cl)(Cl)Cl (phosphorus oxychloride). Product: C(#N)C1=CC=CC(=N1)C(=O)O (6-cyanopicolinic acid). Yield: 56.3%. Reaction SMILES: [C:1]([C:4]1[N:9]=[C:8]([C:10]([OH:12])=[O:11])[CH:7]=[CH:6][CH:5]=1)(=O)[NH2:2]>P(Cl)(Cl)(Cl)=O>[C:1]([C:4]1[N:9]=[C:8]([C:10]([OH:12])=[O:11])[CH:7]=[CH:6][CH:5]=1)#[N:2]. Procedure: 6-Carbamoylpicolinic acid (1.0 g, 6.0 mmol) was taken in phosphorus oxychloride (20 mL) and heated to reflux for 4 h. Excess POCl3 was removed under reduced pressure and the residue was quenched with ice water. The organic product was extracted with EtOAc and the solvent was removed under reduced pressure to afford 6-cyanopicolinic acid (500 mg, yield 56%), which was carried through without further purification. 1H NMR (300 MHz, DMSO-d6) δ 8.31-8.28 (m, 2H), 8.26-8.21 (m, 1H). MS (ESI) m/z: Calc... The reactants are O1CC1CC (1,2-epoxybutane), N1C=NC=C1 (imidazole). The solvent is C(C)#N (acetonitrile). Product: N1(C=NC=C1)CC(CC)O (1-(1H-imidazol-1-yl)-2-butanol). Yield: 48.7%. As a reaction SMILES: [O:1]1[CH:3]([CH2:4][CH3:5])[CH2:2]1.[NH:6]1[CH:10]=[CH:9][N:8]=[CH:7]1>C(#N)C>[N:6]1([CH2:2][CH:3]([OH:1])[CH2:4][CH3:5])[CH:10]=[CH:9][N:8]=[CH:7]1. Procedure: A solution of 1,2-epoxybutane (2.0 mL, 23 mmol) and imidazole (2.37 g, 35 mmol) in acetonitrile (20 mL) was stirred at reflux for 24 h. The mixture was concentrated, taken up in water (30 mL) and extracted with ethyl acetate (9×10 mL). The combined extracts were dried (Na2SO4) and concentrated. The residue was purified by flash column chromatography (SiO2, CH2Cl2-methanol-ammonium hydroxide 80:20:1) to give 1-(1H-imidazol-1-yl)-2-butanol (1.57 g, 48%) as a colorless oil. NMR spectrum was consist... Starting materials: CNC(=O)c1cc(Oc2ccc3[nH]c(Nc4ccc5c(c4)CN(C(=O)OC(C)(C)C)CC5(C)C)nc3c2)ccn1, ClCCl, O=C(O)C(F)(F)F. Yields the product CNC(=O)c1cc(Oc2ccc3[nH]c(Nc4ccc5c(c4)CNCC5(C)C)nc3c2)ccn1. Reaction SMILES: [C:1]([O:2][C:3](=[O:4])[N:8]1[CH2:9][c:10]2[cH:11][c:12]([NH:20][c:21]3[n:22][c:23]4[c:24]([nH:25]3)[cH:26][cH:27][c:28]([O:30][c:31]3[cH:32][c:33]([C:37]([NH:38][CH3:39])=[O:40])[n:34][cH:35][cH:36]3)[cH:29]4)[cH:13][cH:14][c:15]2[C:16]([CH3:18])([CH3:19])[CH2:17]1)([CH3:5])([CH3:6])[CH3:7].[Cl:48][CH2:49][Cl:50].[F:41][C:42]([F:43])([F:44])[C:45]([OH:46])=[O:47]>>[NH:8]1[CH2:9][c:10]2[cH:11][c:12]([NH:20][c:21]3[n:22][c:23]4[c:24]([nH:25]3)[cH:26][cH:27][c:28]([O:30][c:31]3[cH:32][c:33]([C:37]([NH:38][CH3:39])=[O:40])[n:34][cH:35][cH:36]3)[cH:29]4)[cH:13][cH:14][c:15]2[C:16]([CH3:18])([CH3:19])[CH2:17]1. Product: C(C)(C)(C)OC(=O)N1CC(N(CC1)CC1=CC(=CC=C1)C1=NC(=NC=C1)Cl)C#N (4-[3-(2-Chloro-pyrimidin-4-yl)-benzyl]-3-cyano-piperazine-1-carboxylic acid tert-butyl ester). Procedure: Intermediate 1 was coupled with 3-cyano-piperazine-1-carboxylic acid tert-butyl ester (generated according to literature procedure (ref 3)) following procedure B. LC-MS showed the product had the expected M+H+ of 414. Reaction SMILES: [Cl:1][C:2]1[N:7]=[C:6]([C:8]2[CH:9]=[C:10]([CH:13]=[CH:14][CH:15]=2)[CH:11]=O)[CH:5]=[CH:4][N:3]=1.[C:16]([O:20][C:21]([N:23]1[CH2:28][CH2:27][NH:26][CH:25]([C:29]#[N:30])[CH2:24]1)=[O:22])([CH3:19])([CH3:18])[CH3:17]>>[C:16]([O:20][C:21]([N:23]1[CH2:28][CH2:27][N:26]([CH2:11][C:10]2[CH:13]=[CH:14][CH:15]=[C:8]([C:6]3[CH:5]=[CH:4][N:3]=[C:2]([Cl:1])[N:7]=3)[CH:9]=2)[CH:25]([C:29]#[N:30])[CH2:24]1)=[O:22])([CH3:19])([CH3:17])[CH3:18]. The reactants are ClC1=NC=CC(=N1)C=1C=C(C=O)C=CC1 (3-(2-Chloro-pyrimidin-4-yl)-benzaldehyde), C(C)(C)(C)OC(=O)N1CC(NCC1)C#N (3-cyano-piperazine-1-carboxylic acid tert-butyl ester), 414. Starting materials: C1(CC1)NC(C1=CC(=C(C(=C1)N1C(C(=NC=C1)NC(C)(C)C1=C(C=CC=C1)O)=O)C)F)=O (N-cyclopropyl-3-fluoro-5-[3-[[1-(2-hydroxyphenyl)-1-methylethyl]amino]-2-oxo-1(2H)pyrazinyl]-4-methyl-benzamide), [N+](=O)([O-])C=1C=C(C=CC1)S(=O)(=O)OC[C@@H]1OC1 ((R)-oxiran-2-ylmethyl 3-nitrobenzenesulfonate). The product is C1(CC1)NC(C1=CC(=C(C(=C1)N1C(C(=NC=C1)NC(C)(C1=C(C=CC=C1)OC[C@@H]1OC1)C)=O)C)F)=O (N-Cyclopropyl-3-fluoro-4-methyl-5-[3-({1-methyl-1-[2-(2R)-(oxiran-2-ylmethoxy)phenyl]ethyl}amino)-2-oxopyrazin-1(2H)-yl]benzamide). RXN SMILES: [CH:1]1([NH:4][C:5](=[O:32])[C:6]2[CH:11]=[C:10]([N:12]3[CH:17]=[CH:16][N:15]=[C:14]([NH:18][C:19]([C:22]4[CH:27]=[CH:26][CH:25]=[CH:24][C:23]=4[OH:28])([CH3:21])[CH3:20])[C:13]3=[O:29])[C:9]([CH3:30])=[C:8]([F:31])[CH:7]=2)[CH2:3][CH2:2]1.[N+](C1C=C(S(O[CH2:46][C@H:47]2[CH2:49][O:48]2)(=O)=O)C=CC=1)([O-])=O>>[CH:1]1([NH:4][C:5](=[O:32])[C:6]2[CH:11]=[C:10]([N:12]3[CH:17]=[CH:16][N:15]=[C:14]([NH:18][C:19]([CH3:20])([C:22]4[CH:27]=[CH:26][CH:25]=[CH:24][C:23]=4[O:28][CH2:46][C@H:47]4[CH2:49][O:48]4)[CH3:21])[C:13]3=[O:29])[C:9]([CH3:30])=[C:8]([F:31])[CH:7]=2)[CH2:2][CH2:3]1. Procedure: Prepared from N-cyclopropyl-3-fluoro-5-[3-[[1-(2-hydroxyphenyl)-1-methylethyl]amino]-2-oxo-1(2H)pyrazinyl]-4-methyl-benzamide (Example 252j) and (R)-oxiran-2-ylmethyl 3-nitrobenzenesulfonate, using a similar method to that described in Example 299a. The reactants are N1(C=NC=C1)C1=CC=C(N)C=C1 (4-(1-imidazolyl)aniline), C1(=CC=CC=C1)C1=C(C=NO1)CCCC(=O)O (4-(5-phenyl-4-isoxazolyl)butanoic acid), O.ON1N=NC2=C1C=CC=C2 (1-hydroxy-1H-1,2,3-benzotriazole hydrate), Cl.C(C)N=C=NCCCN(C)C (1-ethyl-3-(3-dimethylaminopropyl)carbodiimide hydrochloride). The solvent is CN(C=O)C (N,N-dimethylformamide), O (water). Run at time 8 hour. Product: N1(C=NC=C1)C1=CC=C(C=C1)NC(CCCC=1C=NOC1C1=CC=CC=C1)=O (N-[4-(1-imidazolyl)phenyl]-4-(5-phenyl-4-isoxazolyl)butaneamide). Isolated yield 86.2%. Reaction SMILES: [N:1]1([C:6]2[CH:12]=[CH:11][C:9]([NH2:10])=[CH:8][CH:7]=2)[CH:5]=[CH:4][N:3]=[CH:2]1.[C:13]1([C:19]2[O:23][N:22]=[CH:21][C:20]=2[CH2:24][CH2:25][CH2:26][C:27](O)=[O:28])[CH:18]=[CH:17][CH:16]=[CH:15][CH:14]=1.O.ON1C2C=CC=CC=2N=N1.Cl.C(N=C=NCCCN(C)C)C>O.CN(C)C=O>[N:1]1([C:6]2[CH:12]=[CH:11][C:9]([NH:10][C:27](=[O:28])[CH2:26][CH2:25][CH2:24][C:20]3[CH:21]=[N:22][O:23][C:19]=3[C:13]3[CH:14]=[CH:15][CH:16]=[CH:17][CH:18]=3)=[CH:8][CH:7]=2)[CH:5]=[CH:4][N:3]=[CH:2]1 |f:2.3,4.5|. Procedure: A mixture of 4-(1-imidazolyl)aniline (0.85 g), 4-(5-phenyl-4-isoxazolyl)butanoic acid (1.21 g), 1-hydroxy-1H-1,2,3-benzotriazole hydrate (0.95 g), 1-ethyl-3-(3-dimethylaminopropyl)carbodiimide hydrochloride (1.20 g) and N,N-dimethylformamide (20 ml) was stirred at room temperature overnight. The reaction mixture was poured into water and the mixture was extracted with ethyl acetate. The ethyl acetate layer was washed with dilute hydrochloric acid, saturated aqueous sodium hydrogencarbonate and t... Reactants: BrC1=CC=C(CC23CNCCN3C(N(C2=O)C2=CC(=CC(=C2)Cl)Cl)=O)C=C1 (6-(4-bromobenzyl)-8-(3,5-dichlorophenyl)-1,4,8-triazabicyclo[4.3.0]nonane-7,9-dione), CCN(C(C)C)C(C)C (DIEA), BrCC(=O)OC(C)(C)C (tert-butyl bromoacetate), BrCC(=O)OC(C)(C)C (tert-butyl bromoacetate). Run in C1CCOC1 (THF). Reaction conditions: time 40 hour. The product is C(C)(C)(C)OC(=O)CN1CCN2C(N(C(C2(C1)CC1=CC=C(C=C1)Br)=O)C1=CC(=CC(=C1)Cl)Cl)=O (4-(tert-Butoxycarbonylmethyl)-6-(4-bromobenzyl)-8-(3,5-dichlorophenyl)-1,4,8-triazabicyclo[4.3.0]nonane-7,9-dione). As a reaction SMILES: [Br:1][C:2]1[CH:27]=[CH:26][C:5]([CH2:6][C:7]23[C:15](=[O:16])[N:14]([C:17]4[CH:22]=[C:21]([Cl:23])[CH:20]=[C:19]([Cl:24])[CH:18]=4)[C:13](=[O:25])[N:12]2[CH2:11][CH2:10][NH:9][CH2:8]3)=[CH:4][CH:3]=1.CCN(C(C)C)C(C)C.Br[CH2:38][C:39]([O:41][C:42]([CH3:45])([CH3:44])[CH3:43])=[O:40]>C1COCC1>[C:42]([O:41][C:39]([CH2:38][N:9]1[CH2:8][C:7]2([CH2:6][C:5]3[CH:26]=[CH:27][C:2]([Br:1])=[CH:3][CH:4]=3)[N:12]([C:13](=[O:25])[N:14]([C:17]3[CH:22]=[C:21]([Cl:23])[CH:20]=[C:19]([Cl:24])[CH:18]=3)[C:15]2=[O:16])[CH2:11][CH2:10]1)=[O:40])([CH3:45])([CH3:44])[CH3:43]. Procedure: To a solution of 6-(4-bromobenzyl)-8-(3,5-dichlorophenyl)-1,4,8-triazabicyclo[4.3.0]nonane-7,9-dione (0.11 g) in THF (5 mL) was added DIEA (0.1 mL) and tert-butyl bromoacetate (0.06 mL). Additional tert-butyl bromoacetate (0.040 mL) was added after 16 hours. After 40 hours, the reaction mixture was concentrated and the residue was diluted with EtOAc and washed with water, NaHCO3, and brine, dried (Na2SO4), filtered, and concentrated. Purification by chromatography (Silica gel: EtOAc/hexane: 1/5,... Starting materials: O\N=C(\CS(=O)(=O)C=1SC=CC1)/N ((1Z)-N′-hydroxy-2-(2-thienylsulfonyl)ethanimidamide), O1C(CCC1=O)=O (dihydro-2,5-furandione). Solvent: CN(C=O)C (dimethylformamide). Product: S1C(=CC=C1)S(=O)(=O)CC1=NOC(=N1)CCC(=O)O (3-{3-[(2-thienylsulfonyl)methyl]-1,2,4-oxadiazol-5-yl}propanoic acid). The yield is 96.8%. RXN SMILES: [OH:1]/[N:2]=[C:3](\[NH2:13])/[CH2:4][S:5]([C:8]1[S:9][CH:10]=[CH:11][CH:12]=1)(=[O:7])=[O:6].[O:14]1[C:18](=O)[CH2:17][CH2:16][C:15]1=[O:20]>CN(C)C=O>[S:9]1[CH:10]=[CH:11][CH:12]=[C:8]1[S:5]([CH2:4][C:3]1[N:13]=[C:18]([CH2:17][CH2:16][C:15]([OH:20])=[O:14])[O:1][N:2]=1)(=[O:6])=[O:7]. Procedure: (1Z)-N′-hydroxy-2-(2-thienylsulfonyl)ethanimidamide (0.250 g) with dihydro-2,5-furandione (0.114 g) in dimethylformamide (0.2 ml) was heated at 120° C. for 2 hours. The reaction was allowed to cool and triturated with diethyl ether and filtered to leave 3-{3-[(2-thienylsulfonyl)methyl]-1,2,4-oxadiazol-5-yl}propanoic acid (0.332 g).